Dataset: the Open Reaction Database (ORD), a public repository of structured organic reaction records. Task: describe an organic reaction: reactants, conditions, products, and yield Reactants: COC=1C=C(C(=O)N2CC(CC2)(CCOS(=O)(=O)C)C2=CC(=C(C=C2)OC)OC)C=C(C1OC)OC (1-(3,4,5-trimethoxybenzoyl)-3-(3,4-dimethoxyphenyl)-3-(2-methanesulfonyloxyethyl)pyrrolidine), C(C)(=O)OCC.CO (ethyl acetate methanol), C(C)OCCN1C(=NC2=C1C=CC=C2)NC2CCNCC2 ((1-(2-ethoxyethyl)-1H-benzimidazol-2-yl)(piperidin-4-yl)amine), C(C)(C)N(C(C)C)CC (N,N-diisopropylethylamine). Run in C(C)#N (acetonitrile), ClCCl (dichloromethane). Reaction conditions: time 54 hour. Product: COC=1C=C(C(=O)N2CC(CC2)(C2=CC(=C(C=C2)OC)OC)CCN2CCC(CC2)NC2=NC3=C(N2CCOCC)C=CC=C3)C=C(C1OC)OC (1-(3,4,5-trimethoxybenzoyl)-3-(2-(4-(1-(2-ethoxyethyl)-1H-benzimidazol-2-yl-amino)piperidin-1-yl)ethyl)-3-(3,4-dimethoxyphenyl)pyrrolidine). Reaction SMILES: [CH3:1][O:2][C:3]1[CH:4]=[C:5]([CH:30]=[C:31]([O:35][CH3:36])[C:32]=1[O:33][CH3:34])[C:6]([N:8]1[CH2:12][CH2:11][C:10]([C:20]2[CH:25]=[CH:24][C:23]([O:26][CH3:27])=[C:22]([O:28][CH3:29])[CH:21]=2)([CH2:13][CH2:14]OS(C)(=O)=O)[CH2:9]1)=[O:7].[CH2:37]([O:39][CH2:40][CH2:41][N:42]1[C:46]2[CH:47]=[CH:48][CH:49]=[CH:50][C:45]=2[N:44]=[C:43]1[NH:51][CH:52]1[CH2:57][CH2:56][NH:55][CH2:54][CH2:53]1)[CH3:38].C(N(CC)C(C)C)(C)C.C(OCC)(=O)C.CO>C(#N)C.ClCCl>[CH3:36][O:35][C:31]1[CH:30]=[C:5]([CH:4]=[C:3]([O:2][CH3:1])[C:32]=1[O:33][CH3:34])[C:6]([N:8]1[CH2:12][CH2:11][C:10]([CH2:13][CH2:14][N:55]2[CH2:54][CH2:53][CH:52]([NH:51][C:43]3[N:42]([CH2:41][CH2:40][O:39][CH2:37][CH3:38])[C:46]4[CH:47]=[CH:48][CH:49]=[CH:50][C:45]=4[N:44]=3)[CH2:57][CH2:56]2)([C:20]2[CH:25]=[CH:24][C:23]([O:26][CH3:27])=[C:22]([O:28][CH3:29])[CH:21]=2)[CH2:9]1)=[O:7] |f:3.4|. Procedure details: Combine 1-(3,4,5-trimethoxybenzoyl)-3-(3,4-dimethoxyphenyl)-3-(2-methanesulfonyloxyethyl)pyrrolidine (0.51 g, 0.97 mmol) and (1-(2-ethoxyethyl)-1H-benzimidazol-2-yl)(piperidin-4-yl)amine (0.34 g, 1.2 mmol), and N,N-diisopropylethylamine (0.25 g, 1.9 mmol) in acetonitrile (5 mL). Heat to reflux. After 54 hours, partition the residue between ethyl acetate and 5% sodium bicarbonate solution. Separate the layers and extract the organic layer with 5% sodium bicarbonate and then water. Dry the organic... The reactants are ClC1=C(C(=CC=C1)Cl)N1C(N(C2=NC(=NC=C2C1)S(=O)(=O)C)C1=CC=CC=C1)=O (3-(2,6-dichlorophenyl)-7-methanesulfonyl-3,4-dihydro-1-phenylpyrimido[4,5-d]pyrimidin-2(1H)-one), NC1=CC=CC=C1 (aniline). Reaction conditions: temperature 180 celsius. Product: N(C1=CC=CC=C1)C1=NC=C2C(=N1)N(C(N(C2)C2=C(C=CC=C2Cl)Cl)=O)C2=CC=CC=C2 (7-anilino-3-(2,6-dichlorophenyl)-3,4-dihydro-1-phenylpyrimido[4,5-d]pyrimidin-2(1H)-one). Yield: 11.3%. As a reaction SMILES: [Cl:1][C:2]1[CH:7]=[CH:6][CH:5]=[C:4]([Cl:8])[C:3]=1[N:9]1[CH2:18][C:17]2[C:12](=[N:13][C:14](S(C)(=O)=O)=[N:15][CH:16]=2)[N:11]([C:23]2[CH:28]=[CH:27][CH:26]=[CH:25][CH:24]=2)[C:10]1=[O:29].[NH2:30][C:31]1[CH:36]=[CH:35][CH:34]=[CH:33][CH:32]=1>>[NH:30]([C:14]1[N:13]=[C:12]2[N:11]([C:23]3[CH:28]=[CH:27][CH:26]=[CH:25][CH:24]=3)[C:10](=[O:29])[N:9]([C:3]3[C:2]([Cl:1])=[CH:7][CH:6]=[CH:5][C:4]=3[Cl:8])[CH2:18][C:17]2=[CH:16][N:15]=1)[C:31]1[CH:36]=[CH:35][CH:34]=[CH:33][CH:32]=1. Procedure: A mixture of 40 mg (0.096 mmol) of 3-(2,6-dichlorophenyl)-7-methanesulfonyl-3,4-dihydro-1-phenylpyrimido[4,5-d]pyrimidin-2(1H)-one and 1 ml (11 mmol) of aniline was heated at 180° C. for 45 minutes, cooled and partitioned between 30 ml of ethyl acetate and 30 ml of 2M hydrochloric acid. The separated organic phase was dried over magnesium sulfate, filtered and evaporated. The residue was subjected to column chromatography on silica gel using ethyl acetate/hexane (1:2) for the elution. Product-co... The reactants are C(C)(C)(C)OC(=O)NC[C@@H]1CC[C@H](CC1)C(=O)O (trans-4-[(tert-Butoxyformamido)methyl]cyclohexanecarboxylic acid), Cl.CNOC (N,O-dimethyl-hydroxylamine hydrochloride), CN1CCOCC1 (N-methylmorpholine), CCN=C=NCCCN(C)C (EDCI), C=1C=CC2=C(C1)N=NN2O (HOBT). The solvent is C(Cl)Cl (CH2Cl2). Reaction conditions: time 16 hour. Product: C(C)(C)(C)OC(NC[C@@H]1CC[C@H](CC1)C(N(C)OC)=O)=O (trans-[4-(Methoxy-methyl-carbamoyl)-cyclohexylmethyl]-carbamic acid tert-butyl ester). Isolated yield 105.8%. RXN SMILES: [C:1]([O:5][C:6]([NH:8][CH2:9][C@H:10]1[CH2:15][CH2:14][C@H:13]([C:16]([OH:18])=O)[CH2:12][CH2:11]1)=[O:7])([CH3:4])([CH3:3])[CH3:2].Cl.[CH3:20][NH:21][O:22][CH3:23].CN1CCOCC1.CCN=C=NCCCN(C)C.C1C=CC2N(O)N=NC=2C=1>C(Cl)Cl>[C:1]([O:5][C:6](=[O:7])[NH:8][CH2:9][C@H:10]1[CH2:11][CH2:12][C@H:13]([C:16](=[O:18])[N:21]([O:22][CH3:23])[CH3:20])[CH2:14][CH2:15]1)([CH3:2])([CH3:3])[CH3:4] |f:1.2|. Procedure details: A solution of 81 g (314.77 mmol) trans-4-[(tert-Butoxyformamido)methyl]cyclohexanecarboxylic acid in 4 l CH2Cl2 was treated with 50.13 g (503.63 mmol) N,O-dimethyl-hydroxylamine hydrochloride, 55.37 ml (503.63 mmol) N-methylmorpholine and at 0° C. with 78.45 g (409.2 mmol) EDCI and 9.67 g (62.95 mmol) HOBT. The reaction mixture was stirred 16 h at room temperature, evaporated and extracted with aqueous 10% KHSO4/Et2O (3×). The organic phases were washed with aqueous saturated NaHCO3, 10% NaCl an... The reactants are C(C)(C)(C)C1=CC(=C(C=N1)C=1N([C@]([C@](N1)(C)C1=CC=C(C=C1)Cl)(C)C1=CC=C(C=C1)Cl)C(=O)N1CCC(CC1)CC(=O)O)OCC ({1-[(4S,5R)-2-(6-tert-butyl-4-ethoxy-pyridin-3-yl)-4,5-bis-(4-chloro-phenyl)-4,5-dimethyl-4,5-dihydro-imidazole-1-carbonyl]-piperidin-4-yl}-acetic acid), FC=1C=C(N)C=CC1C (3-fluoro-4-methylaniline). Product: C(C)(C)(C)C1=CC(=C(C=N1)C=1N([C@]([C@](N1)(C)C1=CC=C(C=C1)Cl)(C)C1=CC=C(C=C1)Cl)C(=O)N1CCC(CC1)CC(=O)NC1=CC(=C(C=C1)C)F)OCC (2-{1-[(4S,5R)-2-(6-tert-Butyl-4-ethoxy-pyridin-3-yl)-4,5-bis-(4-chloro-phenyl)-4,5-dimethyl-4,5-dihydro-imidazole-1-carbonyl]-piperidin-4-yl}-N-(3-fluoro-4-methyl-phenyl)-acetamide). Reaction SMILES: [C:1]([C:5]1[N:10]=[CH:9][C:8]([C:11]2[N:12]([C:32]([N:34]3[CH2:39][CH2:38][CH:37]([CH2:40][C:41](O)=[O:42])[CH2:36][CH2:35]3)=[O:33])[C@@:13]([C:25]3[CH:30]=[CH:29][C:28]([Cl:31])=[CH:27][CH:26]=3)([CH3:24])[C@@:14]([C:17]3[CH:22]=[CH:21][C:20]([Cl:23])=[CH:19][CH:18]=3)([CH3:16])[N:15]=2)=[C:7]([O:44][CH2:45][CH3:46])[CH:6]=1)([CH3:4])([CH3:3])[CH3:2].[F:47][C:48]1[CH:49]=[C:50]([CH:52]=[CH:53][C:54]=1[CH3:55])[NH2:51]>>[C:1]([C:5]1[N:10]=[CH:9][C:8]([C:11]2[N:12]([C:32]([N:34]3[CH2:39][CH2:38][CH:37]([CH2:40][C:41]([NH:51][C:50]4[CH:52]=[CH:53][C:54]([CH3:55])=[C:48]([F:47])[CH:49]=4)=[O:42])[CH2:36][CH2:35]3)=[O:33])[C@@:13]([C:25]3[CH:30]=[CH:29][C:28]([Cl:31])=[CH:27][CH:26]=3)([CH3:24])[C@@:14]([C:17]3[CH:18]=[CH:19][C:20]([Cl:23])=[CH:21][CH:22]=3)([CH3:16])[N:15]=2)=[C:7]([O:44][CH2:45][CH3:46])[CH:6]=1)([CH3:2])([CH3:3])[CH3:4]. Procedure details: In a manner analogous to the method described in example 163, {1-[(4S,5R)-2-(6-tert-butyl-4-ethoxy-pyridin-3-yl)-4,5-bis-(4-chloro-phenyl)-4,5-dimethyl-4,5-dihydro-imidazole-1-carbonyl]-piperidin-4-yl}-acetic acid was reacted with 3-fluoro-4-methylaniline (Aldrich) to give the title product. LC-MS (ES+) 772 [(M+H)+]. The reactants are COC1=CC=C(NCC2=CC(=C(C(=C2)OC)OC)OC)C=C1 (4-Methoxy-N-(3,4,5-trimethoxybenzyl)aniline), Cl.CC1=CC=C(NCC2=CC(=C(C(=C2)OC)OC)OC)C=C1 (4-Methyl-N-(3,4,5-trimethoxybenzyl)aniline Hydrochloride). Yields the product Cl.COC1=CC=C(NCC2=CC(=C(C(=C2)OC)OC)OC)C=C1 (4-Methoxy-N-(3,4,5-trimethoxybenzyl)aniline Hydrochloride). The yield is 80.7%. As a reaction SMILES: [CH3:1][O:2][C:3]1[CH:22]=[CH:21][C:6]([NH:7][CH2:8][C:9]2[CH:14]=[C:13]([O:15][CH3:16])[C:12]([O:17][CH3:18])=[C:11]([O:19][CH3:20])[CH:10]=2)=[CH:5][CH:4]=1.[ClH:23].CC1C=CC(NCC2C=C(OC)C(OC)=C(OC)C=2)=CC=1>>[ClH:23].[CH3:1][O:2][C:3]1[CH:22]=[CH:21][C:6]([NH:7][CH2:8][C:9]2[CH:14]=[C:13]([O:15][CH3:16])[C:12]([O:17][CH3:18])=[C:11]([O:19][CH3:20])[CH:10]=2)=[CH:5][CH:4]=1 |f:1.2,3.4|. Reported procedure: From 109c (9.0 g, 29.7 mmol), a similar procedure as described for 110a gave 110c (8.14 g, 80.7%) as tiny white crystals: mp 182°-4° C. 1H NMR (200 MHz, DMSO-d6) δ7.36 (d, J=8 Hz 2H), 6.98 (d, J=8 Hz, 2H), 6.62 (s, 2H), 4.36 (s, 2H), 3.74 (s, 9H), 3.63 (s, 3H). Anal. (C17H22ClNO4.1/2H2O)C, H, N. Reactants: C(=O)(O)CC1=C(C=C(C(=O)OCC)C=C1)[N+](=O)[O-] (ethyl 4-(carboxymethyl)-3-nitrobenzoate), [H][H] (hydrogen), O (water). Reagents/catalysts: [C].[Pd] (palladium-carbon). Solvent: C(C)(=O)O (acetic acid). Yields the product O=C1NC2=CC(=CC=C2C1)C(=O)OCC (ethyl 2-oxoindoline-6-carboxylate). RXN SMILES: [C:1]([CH2:4][C:5]1[CH:15]=[CH:14][C:8]([C:9]([O:11][CH2:12][CH3:13])=[O:10])=[CH:7][C:6]=1[N+:16]([O-])=O)(O)=[O:2].[H][H].O>C(O)(=O)C.[C].[Pd]>[O:2]=[C:1]1[CH2:4][C:5]2[C:6](=[CH:7][C:8]([C:9]([O:11][CH2:12][CH3:13])=[O:10])=[CH:14][CH:15]=2)[NH:16]1 |f:4.5|. Procedure details: 4 g (15.8 mmol) of the thus obtained ethyl 4-(carboxymethyl)-3-nitrobenzoate and 0.45 g of 10% palladium-carbon were suspended in 15 mL of acetic acid, and the resulting mixture was stirred at room temperature in a hydrogen gas atmosphere for 23 hours. After completion of the reaction, water was added to the reaction mixture and the mixture was filtered to remove insoluble matter, and the filtrate was subjected to extraction with chloroform. The obtained chloroform layer was evaporated to drynes...